Dataset: the Open Reaction Database (ORD), a public repository of structured organic reaction records. Task: describe an organic reaction: reactants, conditions, products, and yield Starting materials: CC(C(=O)[O-])C1CCN2C1=CC=1C(=CC(=CC21)F)C(C)C ((+/−)-methyl(6-fluoro-8-isopropyl-2,3-dihydro-1H-pyrrolo[1,2-a]indol-1-yl)acetate), ClC=1C=C(C(=O)Cl)C=CC1Cl (3,4-dichlorobenzoyl chloride). Yields the product ClC=1C=C(C(=O)C2=C3N(C=4C=C(C=C(C24)C(C)C)F)CCC3CC(=O)O)C=CC1Cl ((+/−)-[9-(3,4-DICHLOROBENZOYL)-6-FLUORO-8-ISOPROPYL-2,3-DIHYDRO-1H-PYRROLO[1,2-a]INDOL-1-YL]ACETIC ACID). Reaction SMILES: C[CH:2]([CH:6]1[C:10]2=[CH:11][C:12]3[C:13]([CH:19]([CH3:21])[CH3:20])=[CH:14][C:15]([F:18])=[CH:16][C:17]=3[N:9]2[CH2:8][CH2:7]1)[C:3]([O-:5])=[O:4].[Cl:22][C:23]1[CH:24]=[C:25]([CH:29]=[CH:30][C:31]=1[Cl:32])[C:26](Cl)=[O:27]>>[Cl:22][C:23]1[CH:24]=[C:25]([CH:29]=[CH:30][C:31]=1[Cl:32])[C:26]([C:11]1[C:12]2[C:13]([CH:19]([CH3:20])[CH3:21])=[CH:14][C:15]([F:18])=[CH:16][C:17]=2[N:9]2[CH2:8][CH2:7][CH:6]([CH2:2][C:3]([OH:5])=[O:4])[C:10]=12)=[O:27]. Procedure: Starting from methyl(6-fluoro-8-isopropyl-2,3-dihydro-1H-pyrrolo[1,2-a]indol-1-yl)acetate (Example 44, Step 2) and 3,4-dichlorobenzoyl chloride, the title compound was synthesized following the procedures described in Step 1 of Example 61 and Step 10 of Example 7. Starting materials: O=C([O-])[O-], CC(C)I, [K+], [K+], CN(C)C=O, O=Cc1cnc[nH]1. Product: CC(C)n1cncc1C=O. As a reaction SMILES: [C:12](=[O:13])([O-:14])[O-:15].[I:8][CH:9]([CH3:10])[CH3:11].[K+:16].[K+:17].[O:18]=[CH:19][N:20]([CH3:21])[CH3:22].[nH:1]1[cH:2][n:3][cH:4][c:5]1[CH:6]=[O:7]>>[n:1]1([CH:9]([CH3:10])[CH3:11])[cH:2][n:3][cH:4][c:5]1[CH:6]=[O:7]. Reactants: CN1C(=O)NC(=O)C=C1C1=CC=CC=C1 (1-methyl-6-phenyluracil). The reagents and catalysts are [Pd] (palladium on carbon). The solvent is CN(C=N)C (dimethylformamidine). Conditions: time 20 hour. The product is CN1C(NC(CC1C1=CC=CC=C1)=O)=O (5,6-dihydro-1-methyl-6-phenyl-2,4-pyrimidine-dione). As a reaction SMILES: [CH3:1][N:2]1[C:9]([C:10]2[CH:15]=[CH:14][CH:13]=[CH:12][CH:11]=2)=[CH:8][C:6](=[O:7])[NH:5][C:3]1=[O:4]>CN(C)C=N.[Pd]>[CH3:1][N:2]1[CH:9]([C:10]2[CH:15]=[CH:14][CH:13]=[CH:12][CH:11]=2)[CH2:8][C:6](=[O:7])[NH:5][C:3]1=[O:4]. Procedure details: A solution of 1-methyl-6-phenyluracil (0.65 g) in dimethylformamidine (15 ml) is treated with 10 percent palladium on carbon and reduced at 40 p.s.i. for 20 hours. The catalyst is then filtered and the filtrate evaporated to a crystalline residue. The crystallization from acetonitrile provides 5,6-dihydro-1-methyl-6-phenyl-2,4-pyrimidine-dione, m.p. 155°-6° C. As a reaction SMILES: [CH3:1][O:2][C:3](=[O:4])[C:5]1=[N:6][NH:7][C:8]([CH3:26])=[C:9]([C:20](=[O:21])[O:22][CH:23]([CH3:24])[CH3:25])[CH:10]1[c:11]1[cH:12][cH:13][cH:14][c:15]2[n:16][o:17][n:18][c:19]12.[CH3:29][I:30].[CH3:32][S:33](=[O:34])[CH3:35].[K+:28].[OH-:27].[OH2:31]>>[CH3:1][O:2][C:3](=[O:4])[C:5]1=[N:6][N:7]([CH3:29])[C:8]([CH3:26])=[C:9]([C:20](=[O:21])[O:22][CH:23]([CH3:24])[CH3:25])[CH:10]1[c:11]1[cH:12][cH:13][cH:14][c:15]2[n:16][o:17][n:18][c:19]12. Yields the product COC(=O)C1=NN(C)C(C)=C(C(=O)OC(C)C)C1c1cccc2nonc12. Reactants: COC(=O)C1=NNC(C)=C(C(=O)OC(C)C)C1c1cccc2nonc12, CI, CS(C)=O, [K+], [OH-], O.